This data is from the Open Reaction Database (ORD), a public repository of structured organic reaction records. The task is: describe an organic reaction: reactants, conditions, products, and yield Starting materials: CCOC(=O)c1sc(-c2cn(Cc3ccccc3)nn2)nc1C, CCOC(=O)c1sc(-c2cn(Cc3ccc(F)cc3)nn2)nc1C. Yields the product Cc1nc(-c2cn(Cc3ccc(F)cc3)nn2)sc1C(=O)O. RXN SMILES: [CH2:1]([n:2]1[cH:3][c:4](-[c:5]2[s:6][c:7]([C:8]([O:9][CH2:10][CH3:11])=[O:12])[c:13]([CH3:14])[n:15]2)[n:16][n:17]1)[c:18]1[cH:19][cH:20][cH:21][cH:22][cH:23]1.[F:24][c:25]1[cH:26][cH:27][c:28]([CH2:29][n:30]2[n:31][n:32][c:33](-[c:35]3[s:36][c:37]([C:41](=[O:42])[O:43][CH2:44][CH3:45])[c:38]([CH3:40])[n:39]3)[cH:34]2)[cH:46][cH:47]1>>[F:24][c:25]1[cH:26][cH:27][c:28]([CH2:29][n:30]2[n:31][n:32][c:33](-[c:35]3[s:36][c:37]([C:41](=[O:42])[OH:43])[c:38]([CH3:40])[n:39]3)[cH:34]2)[cH:46][cH:47]1.